From a dataset of the Open Reaction Database (ORD), a public repository of structured organic reaction records. describe an organic reaction: reactants, conditions, products, and yield The reactants are NC=1SC2=C(N1)C=CC(=C2Cl)F (2-amino-6-fluoro-7-chlorobenzothiazole), [OH-].[Na+] (sodium hydroxide). Yields the product NC1=C(C(=C(C=C1)F)Cl)S (2-amino-5-fluoro 6-chlorothiophenol), ( c ). Reaction SMILES: NC1[S:3][C:4]2[C:10]([Cl:11])=[C:9]([F:12])[CH:8]=[CH:7][C:5]=2[N:6]=1.[OH-].[Na+]>>[NH2:6][C:5]1[CH:7]=[CH:8][C:9]([F:12])=[C:10]([Cl:11])[C:4]=1[SH:3] |f:1.2|. Procedure details: Pyrido-benzothiazine compounds having anti-microbial activity are prepared by (a) reacting 3-chloro-4-fluoroaniline with potassium thiocyanate and bromine to produce 2-amino-6-fluoro-7-chlorobenzothiazole, (b) reacting 2-amino-6-fluoro-7-chlorobenzothiazole with sodium hydroxide to produce the disulfide of 2-amino-5-fluoro 6-chlorothiophenol, (c) reacting the disulfide with sodium monochloroacetate to produce 7-fluoro-8-chloro-2H-1,4-benzothiazin-3(4H)-one, (d) reducing 7-fluoro-8-chloro-2H-1,4-... Product: BrCC(=O)C=1C=C(C=C(C1)Cl)NS(=O)(=O)C (N-(3-bromoacetyl-5-chlorophenyl)methanesulfonamide). Solvent: O1CCOCC1 (dioxane). Reaction SMILES: [C:1]([C:4]1[CH:5]=[C:6]([NH:11][S:12]([CH3:15])(=[O:14])=[O:13])[CH:7]=[C:8]([Cl:10])[CH:9]=1)(=[O:3])[CH3:2].[Br:16]Br.O>O1CCOCC1>[Br:16][CH2:2][C:1]([C:4]1[CH:5]=[C:6]([NH:11][S:12]([CH3:15])(=[O:13])=[O:14])[CH:7]=[C:8]([Cl:10])[CH:9]=1)=[O:3]. Procedure: N-(3-acetyl-5-chlorophenyl)methanesulfonamide (500 mg) was dissolved in dioxane (10 mL). The temperature was maintained at 50° C. and bromine (0.11 mL) was added. After stirring for 30 minutes, water (50 mL) was added to the mixture, and the mixture was extracted with ethyl acetate (50 mL). The ethyl acetate layer was washed with water (50 mL) twice and then dried over anhydrous magnesium sulfate. The solvent was distilled off under reduced pressure and the residue was purified by silica gel col... Conditions: temperature 50 celsius, time 30 minute. Reactants: BrBr (bromine), C(C)(=O)C=1C=C(C=C(C1)Cl)NS(=O)(=O)C (N-(3-acetyl-5-chlorophenyl)methanesulfonamide), O (water). Starting materials: BrC1=C2CCN(CC2=CC=C1)CC(C)(F)F (5-bromo-2-(2,2-difluoropropyl)-1,2,3,4-tetrahydroisoquinoline), CC1=C(C=C(N)C=C1)C1=NC=C(C=C1)C (4-methyl-3-(5-methylpyridin-2-yl)aniline), CC1(C2=C(C(=CC=C2)P(C3=CC=CC=C3)C4=CC=CC=C4)OC5=C(C=CC=C51)P(C6=CC=CC=C6)C7=CC=CC=C7)C (xantphos), P(=O)([O-])([O-])[O-].[K+].[K+].[K+] (potassium phosphate). The reagents and catalysts are C=1C=CC(=CC1)/C=C/C(=O)/C=C/C2=CC=CC=C2.C=1C=CC(=CC1)/C=C/C(=O)/C=C/C2=CC=CC=C2.C=1C=CC(=CC1)/C=C/C(=O)/C=C/C2=CC=CC=C2.[Pd].[Pd] (Pd2(dba)3). Run in O1CCOCC1 (dioxane). Conditions: temperature 96 celsius, time 18 hour. Yields the product FC(CN1CC=2C=CC=C(C2CC1)NC1=CC(=C(C=C1)C)C1=NC=C(C=C1)C)(C)F (2-(2,2-Difluoropropyl)-N-(4-methyl-3-(5-methylpyridin-2-yl)phenyl)-1,2,3,4-tetrahydroisoquinolin-5-amine). As a reaction SMILES: Br[C:2]1[CH:11]=[CH:10][CH:9]=[C:8]2[C:3]=1[CH2:4][CH2:5][N:6]([CH2:12][C:13]([F:16])([F:15])[CH3:14])[CH2:7]2.[CH3:17][C:18]1[CH:24]=[CH:23][C:21]([NH2:22])=[CH:20][C:19]=1[C:25]1[CH:30]=[CH:29][C:28]([CH3:31])=[CH:27][N:26]=1.CC1(C)C2C(=C(P(C3C=CC=CC=3)C3C=CC=CC=3)C=CC=2)OC2C(P(C3C=CC=CC=3)C3C=CC=CC=3)=CC=CC1=2.P([O-])([O-])([O-])=O.[K+].[K+].[K+]>C1C=CC(/C=C/C(/C=C/C2C=CC=CC=2)=O)=CC=1.C1C=CC(/C=C/C(/C=C/C2C=CC=CC=2)=O)=CC=1.C1C=CC(/C=C/C(/C=C/C2C=CC=CC=2)=O)=CC=1.[Pd].[Pd].O1CCOCC1>[F:15][C:13]([F:16])([CH3:14])[CH2:12][N:6]1[CH2:5][CH2:4][C:3]2[C:2]([NH:22][C:21]3[CH:23]=[CH:24][C:18]([CH3:17])=[C:19]([C:25]4[CH:30]=[CH:29][C:28]([CH3:31])=[CH:27][N:26]=4)[CH:20]=3)=[CH:11][CH:10]=[CH:9][C:8]=2[CH2:7]1 |f:3.4.5.6,7.8.9.10.11|. Reported procedure: To a reaction tube under argon containing 5-bromo-2-(2,2-difluoropropyl)-1,2,3,4-tetrahydroisoquinoline (29 mg, 0.1 mmol), 4-methyl-3-(5-methylpyridin-2-yl)aniline (20 mg, 0.1 mmol), Pd2(dba)3 (10 mg, 0.01 mmol), xantphos (17 mg, 0.02 mmol), potassium phosphate (60 mg, 0.3 mmol) is added anhydrous dioxane (0.5 ml). The mixture is stirred at 96° C. under argon for 18 hours, cooled to room temperature and filtered through a celite pad. The filtrate is concentrated and preparative HPLC is used to i...